Task: describe an organic reaction: reactants, conditions, products, and yield. Dataset: the Open Reaction Database (ORD), a public repository of structured organic reaction records The reactants are ClC=1C2=C(N=CN1)NC(=C2C)C (4-chloro-5,6-dimethyl-7H-pyrrolo[2,3-d]pyrimidine), ClC1=CC=C2CCNC2=C1 (6-chloro-2,3-dihydroindole). Product: ClC1=CC=C2CCN(C2=C1)C=1C2=C(N=CN1)NC(=C2C)C (4-(6-Chloro-2.3-dihydroindol-1-yl)-5,6-dimethyl-7H-pyrrolo[2,3-d]pyrimidine). As a reaction SMILES: Cl[C:2]1[C:3]2[C:10]([CH3:11])=[C:9]([CH3:12])[NH:8][C:4]=2[N:5]=[CH:6][N:7]=1.[Cl:13][C:14]1[CH:22]=[C:21]2[C:17]([CH2:18][CH2:19][NH:20]2)=[CH:16][CH:15]=1>>[Cl:13][C:14]1[CH:22]=[C:21]2[C:17]([CH2:18][CH2:19][N:20]2[C:2]2[C:3]3[C:10]([CH3:11])=[C:9]([CH3:12])[NH:8][C:4]=3[N:5]=[CH:6][N:7]=2)=[CH:16][CH:15]=1. Procedure details: This product is prepared in a manner analogous to that described in Example 1 from 4-chloro-5,6-dimethyl-7H-pyrrolo[2,3-d]pyrimidine and 6-chloro-2,3-dihydroindole (1.1 equi-valents, see J. Org. Chem. 55(2), 580-584 (1990); CAS Reg. No. 52 537-00-5). Reactants: C(C)C=1SC2=C(N1)C(C1=C(CC2)C=C(C=C1)C)=O (2-Ethyl-9,10-dihydro-7-methyl-4H-benzo[5,6]cyclohepta[1,2-d]thiazol-4-one), BrN1C(CCC1=O)=O (N-bromosuccinimide), halogen. Run in C1=CC=CC=C1 (benzene). Run at time 16 hour. The product is C(C)C=1SC2=C(N1)C(C1=C(C=C2)C=C(C=C1)C)=O (2-Ethyl-7-methyl-4H-benzo[5,6]cyclohepta[1,2-d]thiazol-4-one). As a reaction SMILES: [CH2:1]([C:3]1[S:4][C:5]2[CH2:12][CH2:11][C:10]3[CH:13]=[C:14]([CH3:17])[CH:15]=[CH:16][C:9]=3[C:8](=[O:18])[C:6]=2[N:7]=1)[CH3:2].BrN1C(=O)CCC1=O>C1C=CC=CC=1>[CH2:1]([C:3]1[S:4][C:5]2[CH:12]=[CH:11][C:10]3[CH:13]=[C:14]([CH3:17])[CH:15]=[CH:16][C:9]=3[C:8](=[O:18])[C:6]=2[N:7]=1)[CH3:2]. Reported procedure: A solution of the product from step (i) (3.14 g) and N-bromosuccinimide (2.18 g) in benzene (40 ml) was irradiated with a 500 Watt halogen lamp for 2 h. The reaction mixture was partitioned between dichloromethane and water. The organic phase was further washed with water, collected, dried (MgSO4) and solvent evaporated under reduced pressure. The residue was dissolved in dichloromethane (25 ml) and triethylamine (10 ml) added. After stirring for 16 h the solvent/reagent were evaporated under re... Starting materials: CO, O=C(O)C1CC(F)(F)CN1c1ccc([N+](=O)[O-])c(C(F)(F)F)c1, O=S(Cl)Cl. As a reaction SMILES: [CH3:28][OH:29].[F:1][C:2]1([F:23])[CH2:3][CH:4]([C:20](=[O:21])[OH:22])[N:5]([c:7]2[cH:8][c:9]([C:16]([F:17])([F:18])[F:19])[c:10]([N+:13](=[O:14])[O-:15])[cH:11][cH:12]2)[CH2:6]1.[S:24]([Cl:25])([Cl:26])=[O:27]>>[F:1][C:2]1([F:23])[CH2:3][CH:4]([C:20](=[O:21])[O:22][CH3:28])[N:5]([c:7]2[cH:8][c:9]([C:16]([F:17])([F:18])[F:19])[c:10]([N+:13](=[O:14])[O-:15])[cH:11][cH:12]2)[CH2:6]1. The product is COC(=O)C1CC(F)(F)CN1c1ccc([N+](=O)[O-])c(C(F)(F)F)c1. The reactants are N1=C(C=NC=C1)C(=O)Cl (pyrazine-2-carbonyl chloride), Cl (HCl), C(CC(=O)OCC)(=O)OCC (diethyl malonate), [Li] (lithium), di-lithium. The solvent is C1CCOC1 (THF). Reaction conditions: temperature -78 celsius, time 10 minute. Yields the product O=C(CC(=O)OCC)C1=NC=CN=C1 (3-Oxo-3-pyrazin-2-yl-propionic acid, ethyl ester). As a reaction SMILES: [C:1]([O:9][CH2:10][CH3:11])(=[O:8])[CH2:2][C:3]([O:5]CC)=O.[Li].[N:13]1[CH:18]=[CH:17][N:16]=[CH:15][C:14]=1C(Cl)=O.Cl>C1COCC1>[O:5]=[C:3]([C:14]1[CH:15]=[N:16][CH:17]=[CH:18][N:13]=1)[CH2:2][C:1]([O:9][CH2:10][CH3:11])=[O:8] |^1:11|. Procedure: To a stirred solution of diethyl malonate (1.25 ml, 1.32 g) in THF (20 ml) under an atmosphere of nitrogen at −60° C. was added nbutyl lithium (2.5 M, 9 ml) dropwise over 15 min, keeping the temperature constant. The reaction became a cloudy white colour from the formation of the di-lithium salt then became yellowish. After 10 min, the reaction was cooled to −78° C., when a solution of pyrazine-2-carbonyl chloride (0.5 g, dark purple solution in THF (10 ml)) was added dropwise over 15 min. The r... The reactants are C[S-], CCOC(C)=O, CC(C)(C)OC(=O)N1CCC(CCI)CC1, [Na+], CN(C)C=O. The product is CSCCC1CCN(C(=O)OC(C)(C)C)CC1. Reaction SMILES: [CH3:17][S-:18].[CH3:25][CH2:26][O:27][C:28]([CH3:29])=[O:30].[I:1][CH2:2][CH2:3][CH:4]1[CH2:5][CH2:6][N:7]([C:10](=[O:11])[O:12][C:13]([CH3:14])([CH3:15])[CH3:16])[CH2:8][CH2:9]1.[Na+:19].[O:20]=[CH:21][N:22]([CH3:23])[CH3:24]>>[CH2:2]([CH2:3][CH:4]1[CH2:5][CH2:6][N:7]([C:10](=[O:11])[O:12][C:13]([CH3:14])([CH3:15])[CH3:16])[CH2:8][CH2:9]1)[S:18][CH3:17]. Starting materials: ice water, N1CCCCC1 (Piperidine), Cl.C(C)N=C=NCCCN(C)C (1-ethyl-3-(3-dimethylaminopropyl)carbodiimide hydrochloride), COC=1C(C(=C(C(C1OC)=O)CC=1C=CC(=C(C(=O)O)C1)OC(C)=O)C)=O (5-(5,6-dimethoxy-3-methyl-1,4-benzoquinon-2-yl)methyl-2-acetoxybenzoic acid). Solvent: C(Cl)Cl (methylene chloride). Conditions: time 12 hour. Product: COC=1C(C(=C(C(C1OC)=O)CC=1C=CC(=C(C(=O)N2CCCCC2)C1)OC(C)=O)C)=O (N-[5-(5,6-Dimethoxy-3-methyl-1,4-benzoquinon-2-yl)methyl-2-acetoxybenzoyl]piperidine). The yield is 16.9%. As a reaction SMILES: [NH:1]1[CH2:6][CH2:5][CH2:4][CH2:3][CH2:2]1.Cl.C(N=C=NCCCN(C)C)C.[CH3:19][O:20][C:21]1[C:22](=[O:45])[C:23]([CH3:44])=[C:24]([CH2:30][C:31]2[CH:32]=[CH:33][C:34]([O:40][C:41](=[O:43])[CH3:42])=[C:35]([CH:39]=2)[C:36](O)=[O:37])[C:25](=[O:29])[C:26]=1[O:27][CH3:28]>C(Cl)Cl>[CH3:19][O:20][C:21]1[C:22](=[O:45])[C:23]([CH3:44])=[C:24]([CH2:30][C:31]2[CH:32]=[CH:33][C:34]([O:40][C:41](=[O:43])[CH3:42])=[C:35]([CH:39]=2)[C:36]([N:1]2[CH2:6][CH2:5][CH2:4][CH2:3][CH2:2]2)=[O:37])[C:25](=[O:29])[C:26]=1[O:27][CH3:28] |f:1.2|. Procedure details: Piperidine (0.027 g, 0.321 mmol) and 1-ethyl-3-(3-dimethylaminopropyl)carbodiimide hydrochloride (0.062 g, 0.321 mmol) were added to a methylene chloride solution (5 ml) of 5-(5,6-dimethoxy-3-methyl-1,4-benzoquinon-2-yl)methyl-2-acetoxybenzoic acid (0.040 g, 0.107 mmol) and the resulting solution was stirred at room temperature for 12 hours. The reaction solution was poured into ice water and then extracted with methylene chloride. The extract was washed with water and then dried, and the solven... The reactants are NC1=C(C(NC(N1)=O)=O)Br (6-amino-5-bromo-2,4(1H,3H)-pyrimidinedione), C([O-])([O-])=O.[K+].[K+] (potassium carbonate), NC1=C(C=CC=C1)S (2-aminothiophenol). The solvent is C(CO)O (ethylene glycol). The product is NC1=C(C(NC(N1)=O)=O)SC1=C(C=CC=C1)N (6-amino-5-(2-amino-phenylthio)-2,4(1H,3H)-pyrimidinedione). The yield is 32.0%. As a reaction SMILES: [NH2:1][C:2]1[NH:7][C:6](=[O:8])[NH:5][C:4](=[O:9])[C:3]=1Br.C(=O)([O-])[O-].[K+].[K+].[NH2:17][C:18]1[CH:23]=[CH:22][CH:21]=[CH:20][C:19]=1[SH:24]>C(O)CO>[NH2:1][C:2]1[NH:7][C:6](=[O:8])[NH:5][C:4](=[O:9])[C:3]=1[S:24][C:19]1[CH:20]=[CH:21][CH:22]=[CH:23][C:18]=1[NH2:17] |f:1.2.3|. Procedure: 10.3 g of 6-amino-5-bromo-2,4(1H,3H)-pyrimidinedione, 7.0 g of potassium carbonate and 9.0 g of 2-aminothiophenol in 150 ml of ethylene glycol are heated at 170° C. under a nitrogen atmosphere for 4 hours. After filtration, the reaction mixture is poured onto 400 ml of water and decanted from the oily residue. After acidification with acetic acid, 4 g of 6-amino-5-(2-amino-phenylthio)-2,4(1H,3H)-pyrimidinedione are obtained, and are purified by recrystallization from ethanol/water.